describe an organic reaction: reactants, conditions, products, and yield From a dataset of the Open Reaction Database (ORD), a public repository of structured organic reaction records. Starting materials: CO, COC(=O)C=Cc1cnc(OC)nc1, Cl, [K+], [OH-]. Product: COc1ncc(C=CC(=O)O)cn1. Reaction SMILES: [CH3:18][OH:19].[CH3:1][O:2][c:3]1[n:4][cH:5][c:6]([CH:9]=[CH:10][C:11](=[O:12])[O:13][CH3:14])[cH:7][n:8]1.[ClH:17].[K+:16].[OH-:15]>>[CH3:1][O:2][c:3]1[n:4][cH:5][c:6]([CH:9]=[CH:10][C:11](=[O:12])[OH:13])[cH:7][n:8]1. Starting materials: C1=CC=C(C=C1)CCN (2-phenethylamine), CN1CCOCC1 (N-methylmorpholine), ClC(=O)OCC(C)C (isobutyl chloroformate), N-[(2-adamantyloxy)-carbonyl)-α-methyl-β-(2-pyridyl-1-oxide)-D,L-alanine. The solvent is O1CCCC1 (tetrahydrofuran). Conditions: time 20 minute. The product is C(C)OCC.CCCCCC (diethyl ether n-hexane). Isolated yield 229.6%. As a reaction SMILES: CN1[CH2:7][CH2:6][O:5][CH2:4][CH2:3]1.ClC(OCC(C)C)=O.[CH:16]1[CH:21]=[CH:20][C:19](CCN)=[CH:18][CH:17]=1>O1CCCC1>[CH2:4]([O:5][CH2:6][CH3:7])[CH3:3].[CH3:20][CH2:21][CH2:16][CH2:17][CH2:18][CH3:19] |f:4.5|. Procedure details: To a stirred suspension of N-[(2-adamantyloxy)-carbonyl)-α-methyl-β-(2-pyridyl-1-oxide)-D,L-alanine (2.43 g, 6.5 mmol) in 150 mL dry tetrahydrofuran at -20° C. was added N-methylmorpholine (0.76 g, 7.5 mmol) and isobutyl chloroformate (1.02 g, 7.5 mmol). The mixture was stirred for 20 minutes at this temperature followed by addition of 2-phenethylamine (1.21 g, 10 mmol), stirred for 3 hours at -25° C., and then warmed to room temperature. The solvent was removed in vacuo at room temperature, and... Reactants: CC(=O)O[BH-](OC(C)=O)OC(C)=O, CC(C)(C)OC(=O)C(C)(C)N1CCC(=O)CC1, CC(=O)O, ClCCl, NCc1ccc(-c2ccc(C(F)(F)F)cc2)cc1, [Na+], [Na+], [Na+], O=C([O-])[O-]. The product is CC(C)(C)OC(=O)C(C)(C)N1CCC(NCc2ccc(-c3ccc(C(F)(F)F)cc3)cc2)CC1. Reaction SMILES: [C:36]([O:37][BH-:38]([O:39][C:40](=[O:41])[CH3:42])[O:43][C:44](=[O:45])[CH3:46])(=[O:47])[CH3:48].[CH3:1][C:2]([C:3](=[O:4])[O:5][C:6]([CH3:7])([CH3:8])[CH3:9])([CH3:10])[N:11]1[CH2:12][CH2:13][C:14](=[O:17])[CH2:15][CH2:16]1.[CH3:50][C:51](=[O:52])[OH:53].[Cl:60][CH2:61][Cl:62].[F:18][C:19]([c:20]1[cH:21][cH:22][c:23](-[c:26]2[cH:27][cH:28][c:29]([CH2:32][NH2:33])[cH:30][cH:31]2)[cH:24][cH:25]1)([F:34])[F:35].[Na+:49].[Na+:54].[Na+:55].[O-:56][C:57](=[O:58])[O-:59]>>[CH3:1][C:2]([C:3](=[O:4])[O:5][C:6]([CH3:7])([CH3:8])[CH3:9])([CH3:10])[N:11]1[CH2:12][CH2:13][CH:14]([NH:33][CH2:32][c:29]2[cH:28][cH:27][c:26](-[c:23]3[cH:22][cH:21][c:20]([C:19]([F:18])([F:34])[F:35])[cH:25][cH:24]3)[cH:31][cH:30]2)[CH2:15][CH2:16]1. Solvent: C1=CC=CC=C1 (benzene). Reported procedure: To a suspension of N-ethyl 4-nitroaniline (1.5 g, 9.026 mmol) in benzene (15 ml), is added acetylchloride (10 ml) and the mixture refluxed for 40 minutes. The solvent is removed by evaporation. The residue is dissolved in ethyl acetate prior to washing with 2N sodium bicarbonate and water, drying (MgSO4) and evaporation. The product is dried under vacuum; ES+ (M+1) 208.57. Reactants: C(C)NC1=CC=C(C=C1)[N+](=O)[O-] (N-ethyl 4-nitroaniline), C(C)(=O)Cl (acetylchloride). As a reaction SMILES: [CH2:1]([NH:3][C:4]1[CH:9]=[CH:8][C:7]([N+:10]([O-:12])=[O:11])=[CH:6][CH:5]=1)[CH3:2].[C:13](Cl)(=[O:15])[CH3:14]>C1C=CC=CC=1>[C:13]([N:3]([CH2:1][CH3:2])[C:4]1[CH:5]=[CH:6][C:7]([N+:10]([O-:12])=[O:11])=[CH:8][CH:9]=1)(=[O:15])[CH3:14]. The product is C(C)(=O)N(C1=CC=C(C=C1)[N+](=O)[O-])CC (N-acetyl-N-ethyl-4nitroaniline). Starting materials: CO, CCCCOc1nc(N)c2nc(OC)n(CCCCl)c2n1, Cl, N, C1COCCO1. The product is CCCCOc1nc(N)c2[nH]c(=O)n(CCCCl)c2n1. RXN SMILES: [CH3:24][OH:25].[Cl:1][CH2:2][CH2:3][CH2:4][n:5]1[c:6]2[n:7][c:8]([O:17][CH2:18][CH2:19][CH2:20][CH3:21])[n:9][c:10]([NH2:16])[c:11]2[n:12][c:13]1[O:14][CH3:15].[ClH:22].[NH3:23].[O:26]1[CH2:27][CH2:28][O:29][CH2:30][CH2:31]1>>[Cl:1][CH2:2][CH2:3][CH2:4][n:5]1[c:6]2[n:7][c:8]([O:17][CH2:18][CH2:19][CH2:20][CH3:21])[n:9][c:10]([NH2:16])[c:11]2[nH:12][c:13]1=[O:14]. Reactants: N(=O)[O-].[Na+] (Sodium nitrite), Cl (hydrochloric acid), C(C=C)OC1=C(C=CC=C1)C=1NC(C(=C(N1)N)N)=O (2-(2-Allyloxyphenyl)-4,5-diaminopyrimid-6-one). Solvent: O (water). The product is C(C=C)OC1=C(C=CC=C1)C1=NC(C2=NN=NC2=N1)=O (2-(2-allyloxyphenyl)-8-azapurin-6-one). Yield: 32.2%. RXN SMILES: [N:1]([O-])=O.[Na+].Cl.[CH2:6]([O:9][C:10]1[CH:15]=[CH:14][CH:13]=[CH:12][C:11]=1[C:16]1[NH:17][C:18](=[O:24])[C:19]([NH2:23])=[C:20]([NH2:22])[N:21]=1)[CH:7]=[CH2:8]>O>[CH2:6]([O:9][C:10]1[CH:15]=[CH:14][CH:13]=[CH:12][C:11]=1[C:16]1[N:21]=[C:20]2[C:19](=[N:23][N:1]=[N:22]2)[C:18](=[O:24])[N:17]=1)[CH:7]=[CH2:8] |f:0.1|. Procedure: Sodium nitrite (3 g.) was added slowly with stirring to a solution of concentrated hydrochloric acid (100 ml.) in water (100 ml.) maintained at between -5° and 0° C. by means of an ice/salt bath. 2-(2-Allyloxyphenyl)-4,5-diaminopyrimid-6-one (5.1 g.) was then added in portions during 30 minutes with stirring at between -5° and 0° C. The cooling bath was removed, and the mixture stirred at room temperature overnight. The solid which separated was filtered off and dissolved in a solution of concen...